From a dataset of the Open Reaction Database (ORD), a public repository of structured organic reaction records. describe an organic reaction: reactants, conditions, products, and yield Reactants: [H-].[Na+] (sodium hydride), COCCl (chloromethyl methyl ether), O (water), CN(C=1C=C(C=O)C=CC1O)C (3-dimethylamino-4-hydroxybenzaldehyde). Run in CN(C)C=O (DMF), CN(C)C=O (DMF). Conditions: temperature 0 celsius, time 30 minute. Yields the product aldehyde, CN(C=1C=C(C=O)C=CC1OCOC)C (3-dimethylamino-4-methoxymethoxybenzaldehyde). As a reaction SMILES: [H-].[Na+].[CH3:3][N:4]([CH3:14])[C:5]1[CH:6]=[C:7]([CH:10]=[CH:11][C:12]=1[OH:13])[CH:8]=[O:9].[CH3:15][O:16][CH2:17]Cl.O>CN(C=O)C>[CH3:3][N:4]([CH3:14])[C:5]1[CH:6]=[C:7]([CH:10]=[CH:11][C:12]=1[O:13][CH2:15][O:16][CH3:17])[CH:8]=[O:9] |f:0.1|. Procedure details: To a suspension of sodium hydride (60% in oil, 1.90 g, 47.5 mmol) in dry DMF (60 ml) was added dropwise a solution of the compound (3) (5.98 g, 36.2 mmol) obtained above in DMF (40 ml) under nitrogen atmosphere under ice-cooling. The mixture was stirred at 0° C. for 30 minutes, and thereto was added dropwise chloromethyl methyl ether (3.6 ml, 47.4 mmol). The reaction mixture was stirred at 0° C.-room temperature for 2 hours. The reaction mixture was poured into water, extracted with ethyl acetat... Reactants: [NH4+].[Cl-] (NH4Cl), O1C(CCCC1)OCC(C#C)O (4-(Tetrahydropyranyloxy)-3-hydroxy-butyne), IC1=CC=C(S1)C=1SC=CC1 (5-Iodo-2,2'-bithiophene), [OH-].[Na+] (NaOH), O (water). Reagents/catalysts: C=1C=CC(=CC1)[P](C=2C=CC=CC2)(C=3C=CC=CC3)[Pd]([P](C=4C=CC=CC4)(C=5C=CC=CC5)C=6C=CC=CC6)([P](C=7C=CC=CC7)(C=8C=CC=CC8)C=9C=CC=CC9)[P](C=1C=CC=CC1)(C=1C=CC=CC1)C=1C=CC=CC1 (Pd(PPh3)4), [Cl-].C(C1=CC=CC=C1)[N+](CC)(CC)CC (benzyltriethylammonium chloride), [Cu]I (CuI). Solvent: C1=CC=CC=C1 (benzene). Yields the product OC=1COC=CC1OC1=CC=C(S1C#CCC)C=1SC=CC1 (5-(3-hydroxy-4-pyranyloxy)-1-butynyl-2,2'-bithiophene). The yield is 95.0%. Reaction SMILES: [O:1]1[CH2:6][CH2:5][CH2:4][CH2:3][CH:2]1OCC(O)C#C.I[C:14]1[S:18][C:17]([C:19]2[S:20][CH:21]=[CH:22][CH:23]=2)=[CH:16][CH:15]=1.[OH-:24].[Na+].[NH4+].[Cl-].[OH2:28]>C1C=CC=CC=1.[Cl-].C([N+](CC)(CC)CC)C1C=CC=CC=1.[Cu]I.C1C=CC([P]([Pd]([P](C2C=CC=CC=2)(C2C=CC=CC=2)C2C=CC=CC=2)([P](C2C=CC=CC=2)(C2C=CC=CC=2)C2C=CC=CC=2)[P](C2C=CC=CC=2)(C2C=CC=CC=2)C2C=CC=CC=2)(C2C=CC=CC=2)C2C=CC=CC=2)=CC=1>[OH:24][C:5]1[CH2:6][O:1][CH:2]=[CH:3][C:4]=1[O:28][C:14]1[SH:18]([C:2]#[C:3][CH2:4][CH3:5])[C:17]([C:19]2[S:20][CH:21]=[CH:22][CH:23]=2)=[CH:16][CH:15]=1 |f:2.3,4.5,8.9,^1:55,57,76,95|. Reported procedure: 4-(Tetrahydropyranyloxy)-3-hydroxy-butyne (6.7 g) was dissolved in benzene (20 ml). 5-Iodo-2,2'-bithiophene (5.75 g) was added immediately and stirred. A mixture of CuI (0.15 g) and benzyltriethylammonium chloride (0.14 g, 0.63 mmole) was added. Pd(PPh3)4 (0.46 g, 0.398 mmole) was then added. NaOH solution (30 ml, 2.5N) was added slowly into the mixture at room temperature in water bath for 2 hours. NH4Cl solution (10 ml) was added. The reaction solution was extracted with ethyl acetate. The ext... The reactants are 1,1-carbonyldiimidazole, COC1=NC(=NC(=C1)OC)OC(C(=O)O)C (2-(4,6-dimethoxypyrimidin-2-yl)oxypropionic acid), N12CCCCCC2=NCCC1 (1,8-diazabicyclo[5.4.0]undec-7-ene), CS(=O)(=O)N (Methanesulphonamide). The solvent is O1CCCC1 (tetrahydrofuran), O1CCCC1 (tetrahydrofuran), O1CCCC1 (tetrahydrofuran). Yields the product COC1=NC(=NC(=C1)OC)OC(C(=O)NS(=O)(=O)C)C (2-(4,6-dimethoxyprimidin-2-yl)oxy-N-(methylsulphonyl)propionamide). The yield is 58.6%. As a reaction SMILES: [CH3:1][O:2][C:3]1[CH:8]=[C:7]([O:9][CH3:10])[N:6]=[C:5]([O:11][CH:12]([CH3:16])[C:13](O)=[O:14])[N:4]=1.[CH3:17][S:18]([NH2:21])(=[O:20])=[O:19].N12CCCN=C1CCCCC2>O1CCCC1>[CH3:1][O:2][C:3]1[CH:8]=[C:7]([O:9][CH3:10])[N:6]=[C:5]([O:11][CH:12]([CH3:16])[C:13]([NH:21][S:18]([CH3:17])(=[O:20])=[O:19])=[O:14])[N:4]=1. Procedure details: To a solution of 1,1-carbonyldiimidazole (1.70 g, 0.0105 mol) in dry tetrahydrofuran (130 ml), 2-(4,6-dimethoxypyrimidin-2-yl)oxypropionic acid (2.28 g, 0.01 mol), prepared as described in Example 1(b) above, in tetrahydrofuran (30 ml) was added dropwise at room temperature (~20° C.). The solution was refluxed for 1/2 hour and allowed to cool. Methanesulphonamide (0.95 g, 0.01 mol) was added in one solid portion and the mixture stirred for 15 minutes before 1,8-diazabicyclo[5.4.0]undec-7-ene (1.... Isolated yield 55.7%. Yields the product C(C1=CC=CC=C1)N1C(C2NCCC2C1=O)=O (5-Benzyl-4,6-dioxo-octahydropyrrolo[3,4-b]pyrrole). Solvent: CN(C=O)C (dimethylformamide). As a reaction SMILES: [H-].[Na+].[CH2:3]([N:10]1[C:14](=[O:15])[CH2:13][CH:12]([NH:16][CH2:17][CH2:18]Cl)[C:11]1=[O:20])[C:4]1[CH:9]=[CH:8][CH:7]=[CH:6][CH:5]=1>CN(C)C=O>[CH2:3]([N:10]1[C:14](=[O:15])[CH:13]2[CH:12]([NH:16][CH2:17][CH2:18]2)[C:11]1=[O:20])[C:4]1[CH:9]=[CH:8][CH:7]=[CH:6][CH:5]=1 |f:0.1|. Reactants: [H-].[Na+] (sodium hydride), C(C1=CC=CC=C1)N1C(C(CC1=O)NCCCl)=O (1-benzyl-3-(2-chloroethylamino)-pyrrolidine-2,5-dione). Conditions: time 8 hour. Procedure details: 17.4 g (0.58 mmol ) of sodium hydride suspension are reacted with 119 g (0.45 mol) of 1-benzyl-3-(2-chloroethylamino)-pyrrolidine-2,5-dione in 550 ml of absolute dimethylformamide in accordance with the working instructions of Example Ib. After the mixture has been left to stand overnight, it is worked up under aqueous conditions. On purification by chromatography, impurities are first eluted with ethyl acetate and the product is then eluted with ethyl acetate:methanol (3:1) (RF value 0.55). 57.... Reactants: C(C)OC(=O)C=1N(C2=CC=CC=C2C1)CC1=CC=CC=C1 (Ethyl-1-benzylindole carboxylate), Cl (hydrogen chloride). The solvent is CCOCC (ether). Yields the product Cl.C(C)OC(=O)C1N(C2=CC=CC=C2C1)CC1=CC=CC=C1 (ethyl-1-benzyl-2,3-dihydroindole-carboxylate hydrochloride). Reaction SMILES: [CH2:1]([O:3][C:4]([C:6]1[N:7]([CH2:15][C:16]2[CH:21]=[CH:20][CH:19]=[CH:18][CH:17]=2)[C:8]2[C:13]([CH:14]=1)=[CH:12][CH:11]=[CH:10][CH:9]=2)=[O:5])[CH3:2].[ClH:22]>CCOCC>[ClH:22].[CH2:1]([O:3][C:4]([CH:6]1[CH2:14][C:13]2[C:8](=[CH:9][CH:10]=[CH:11][CH:12]=2)[N:7]1[CH2:15][C:16]1[CH:21]=[CH:20][CH:19]=[CH:18][CH:17]=1)=[O:5])[CH3:2] |f:3.4|. Procedure: Ethyl-1-benzylindole carboxylate is reduced as in the above example 3. The obtained oil is dissolved in ether and ethanolic hydrogen chloride is added to yield ethyl-1-benzyl-2,3-dihydroindole-carboxylate hydrochloride, m.p. 123°-124° C. Reactants: C(C)OC(=O)C(C)(C)C1C(NC(NC1=O)=O)=O (5-(1-ethoxycarbonylisopropyl)barbituric acid), C(C=C)Br (allyl bromide), [OH-].[Na+] (sodium hydroxide), alkylbarbituric acid, [OH-].[Na+] (sodium hydroxide), S(=O)(=O)([O-])[O-].[Ca+2] (calcium sulfate), C(C=C)Br (allyl bromide), [OH-].[Na+] (sodium hydroxide). The reagents and catalysts are [Cu] (copper). RXN SMILES: [CH2:1]([O:3][C:4]([C:6]([CH:9]1[C:14](=[O:15])[NH:13][C:12](=[O:16])[NH:11][C:10]1=[O:17])([CH3:8])[CH3:7])=[O:5])[CH3:2].S([O-])([O-])(=O)=O.[Ca+2].[CH2:24](Br)[CH:25]=[CH2:26].[OH-].[Na+]>[Cu].O>[CH2:26]([C:9]1([C:6]([C:4]([O:3][CH2:1][CH3:2])=[O:5])([CH3:8])[CH3:7])[C:14](=[O:15])[NH:13][C:12](=[O:16])[NH:11][C:10]1=[O:17])[CH:25]=[CH2:24] |f:1.2,4.5|. Procedure: Into a one liter three-neck flask equipped with mechanical stirrer, reflux condenser and a dropping funnel, were placed 100 g. of 5-(1-ethoxycarbonylisopropyl)barbituric acid, 100 mg. of calcium sulfate, 50 mg. of copper dust and 500 ml. of water. The mixture was stirred at room temperature for 15 minutes and 53.6 g of allyl bromide were added in one portion followed by the dropwise addition of 125 ml. of 20% sodium hydroxide over 45 minutes at 50°-55°. After stirring at 50°-55° for 3 hours, the... The solvent is O (water). Product: C(C=C)C1(C(NC(NC1=O)=O)=O)C(C)(C)C(=O)OCC (5-Allyl-5-(1-ethoxycarbonyl-isopropyl)barbituric acid). Reaction conditions: time 15 minute.